The task is: describe an organic reaction: reactants, conditions, products, and yield. This data is from the Open Reaction Database (ORD), a public repository of structured organic reaction records. Starting materials: O=C(O)C12CCCCC1CCc1ccccc12, CC(=O)O, O=[Cr](=O)=O, O. Product: O=C1CC2CCCCC2(C(=O)O)c2ccccc21. RXN SMILES: [CH2:1]1[CH2:2][CH2:3][CH2:4][C:5]2([C:15](=[O:16])[OH:17])[c:6]3[cH:7][cH:8][cH:9][cH:10][c:11]3[CH2:12][CH2:13][CH:14]12.[CH3:22][C:23](=[O:24])[OH:25].[O:18]=[Cr:19](=[O:20])=[O:21].[OH2:26]>>[CH2:1]1[CH2:2][CH2:3][CH2:4][C:5]2([C:15](=[O:16])[OH:17])[c:6]3[cH:7][cH:8][cH:9][cH:10][c:11]3[C:12](=[O:18])[CH2:13][CH:14]12. Solvent: N1=CC=CC=C1 (pyridine). Procedure details: 3.5 g of 3,7,11,15,19,23,27-heptamethyl-6,10,14, 18,22,26-octacosahexaenol was dissolved in 20 ml of pyridine, and 10 ml of acetic anhydride was added. After 20 g of iced water was added, the solution was stirred for one hour and extraction was then made using 100 ml of n-hexane. The extract was washed with 1N hydrochloric acid and then with water, dried and concentrated. The concentrate was refined by silica gel column chromatography, providing 3 g of the captioned 3,7,11,15,19,23,27-heptamethy... The reactants are C(C)(=O)OC(C)=O (acetic anhydride), CC(CCO)CCC=C(CCC=C(CCC=C(CCC=C(CCC=C(CCC=C(C)C)C)C)C)C)C (3,7,11,15,19,23,27-heptamethyl-6,10,14, 18,22,26-octacosahexaenol), O (water). Yields the product C(C)(=O)OCCC(CCC=C(CCC=C(CCC=C(CCC=C(CCC=C(CCC=C(C)C)C)C)C)C)C)C (3,7,11,15,19,23,27-heptamethyl-6,10, 14,18,22,26-octacosahexaenyl acetate). Reaction conditions: time 1 hour. RXN SMILES: [CH3:1][CH:2]([CH2:6][CH2:7][CH:8]=[C:9]([CH3:36])[CH2:10][CH2:11][CH:12]=[C:13]([CH3:35])[CH2:14][CH2:15][CH:16]=[C:17]([CH3:34])[CH2:18][CH2:19][CH:20]=[C:21]([CH3:33])[CH2:22][CH2:23][CH:24]=[C:25]([CH3:32])[CH2:26][CH2:27][CH:28]=[C:29]([CH3:31])[CH3:30])[CH2:3][CH2:4][OH:5].[C:37](OC(=O)C)(=[O:39])[CH3:38].O>N1C=CC=CC=1>[C:37]([O:5][CH2:4][CH2:3][CH:2]([CH3:1])[CH2:6][CH2:7][CH:8]=[C:9]([CH3:36])[CH2:10][CH2:11][CH:12]=[C:13]([CH3:35])[CH2:14][CH2:15][CH:16]=[C:17]([CH3:34])[CH2:18][CH2:19][CH:20]=[C:21]([CH3:33])[CH2:22][CH2:23][CH:24]=[C:25]([CH3:32])[CH2:26][CH2:27][CH:28]=[C:29]([CH3:31])[CH3:30])(=[O:39])[CH3:38]. The reactants are ClCCl, Cl, CC(C)N(CCN)C(=O)C(C)N1CCC(NS(=O)(=O)c2ccc3cc(Cl)ccc3c2)C1=O, CS(=O)(=O)Cl, c1ccncc1. The product is CC(C)N(CCNS(C)(=O)=O)C(=O)C(C)N1CCC(NS(=O)(=O)c2ccc3cc(Cl)ccc3c2)C1=O. As a reaction SMILES: [Cl:45][CH2:46][Cl:47].[ClH:44].[NH2:1][CH2:2][CH2:3][N:4]([C:5]([CH:6]([CH3:7])[N:8]1[C:9](=[O:28])[CH:10]([NH:13][S:14](=[O:15])(=[O:16])[c:17]2[cH:18][c:19]3[cH:20][cH:21][c:22]([Cl:27])[cH:23][c:24]3[cH:25][cH:26]2)[CH2:11][CH2:12]1)=[O:29])[CH:30]([CH3:31])[CH3:32].[S:39](=[O:40])(=[O:41])([CH3:42])[Cl:43].[cH:33]1[cH:34][cH:35][n:36][cH:37][cH:38]1>>[NH:1]([CH2:2][CH2:3][N:4]([C:5]([CH:6]([CH3:7])[N:8]1[C:9](=[O:28])[CH:10]([NH:13][S:14](=[O:15])(=[O:16])[c:17]2[cH:18][c:19]3[cH:20][cH:21][c:22]([Cl:27])[cH:23][c:24]3[cH:25][cH:26]2)[CH2:11][CH2:12]1)=[O:29])[CH:30]([CH3:31])[CH3:32])[S:39](=[O:40])(=[O:41])[CH3:42]. Starting materials: C(C1=CC=CC=C1)(=O)NC=1O[C@@H](C[C@](N1)(C(F)F)C1=C(C=CC(=N1)NC(C1=NC=C(C=C1)Cl)=O)F)C(F)(F)F (N-(6-((4R,6S)-2-benzamido-4-(difluoromethyl)-6-(trifluoromethyl)-5,6-dihydro-4H-1,3-oxazin-4-yl)-5-fluoropyridin-2-yl)-5-chloropicolinamide), N12CCCCCC2=NCCC1 (1,8-diazabicyclo-[5.4.0]undec-7-ene). Run in CO (MeOH), CO (MeOH). Conditions: temperature 80 celsius. Product: NC=1O[C@@H](C[C@](N1)(C(F)F)C1=C(C=CC(=N1)NC(C1=NC=C(C=C1)Cl)=O)F)C(F)(F)F (N-(6-((4R,6S)-2-amino-4-(difluoromethyl)-6-(trifluoromethyl)-5,6-dihydro-4H-1,3-oxazin-4-yl)-5-fluoropyridin-2-yl)-5-chloropicolinamide). Yield: 13.8%. As a reaction SMILES: C([NH:9][C:10]1[O:11][C@H:12]([C:36]([F:39])([F:38])[F:37])[CH2:13][C@@:14]([C:19]2[N:24]=[C:23]([NH:25][C:26](=[O:34])[C:27]3[CH:32]=[CH:31][C:30]([Cl:33])=[CH:29][N:28]=3)[CH:22]=[CH:21][C:20]=2[F:35])([CH:16]([F:18])[F:17])[N:15]=1)(=O)C1C=CC=CC=1.N12CCCN=C1CCCCC2>CO>[NH2:9][C:10]1[O:11][C@H:12]([C:36]([F:37])([F:39])[F:38])[CH2:13][C@@:14]([C:19]2[N:24]=[C:23]([NH:25][C:26](=[O:34])[C:27]3[CH:32]=[CH:31][C:30]([Cl:33])=[CH:29][N:28]=3)[CH:22]=[CH:21][C:20]=2[F:35])([CH:16]([F:17])[F:18])[N:15]=1. Reported procedure: To a solution of N-(6-((4R,6S)-2-benzamido-4-(difluoromethyl)-6-(trifluoromethyl)-5,6-dihydro-4H-1,3-oxazin-4-yl)-5-fluoropyridin-2-yl)-5-chloropicolinamide (16 mg, 0.028 mmol) in MeOH (74.60 in a flask was added 1,8-diazabicyclo-[5.4.0]undec-7-ene (336 μl, 2.249 mmol). The vial was sealed and was heated at 80° C. for 4 h. The reaction was diluted with MeOH and purified by reverse-phase preparative HPLC using a Phenomenex Gemini column, 10 micron, C18, 110 Å, 150×30 mm, 0.1% TFA in CH3CN/H2O, gr... Starting materials: C(C)(=O)OCC (ethyl acetate), S1C=CC2=C1C=CC(=C2)CCOCCC(=O)N2CC(C2)O (1-(3-(2-(1-benzothiophen-5-yl)ethoxy)propionyl)azetidin-3-ol), Cl (hydrochloric acid), [OH-].[Na+] (sodium hydroxide), [BH4-].[Na+] (sodium borohydride), Cl.O1CCOCC1 (hydrogen chloride dioxane). Run in O (water), COCCOCCOC (bis(2-methoxyethyl)ether). Run at temperature 10 celsius, time 6 hour. Yields the product C(\C=C/C(=O)O)(=O)O.S1C=CC2=C1C=CC(=C2)CCOCCCN2CC(C2)O (1-(3-(2-(1-benzothiophen-5-yl)ethoxy)propyl)azetidin-3-ol maleate). RXN SMILES: [S:1]1[C:5]2[CH:6]=[CH:7][C:8]([CH2:10][CH2:11][O:12][CH2:13][CH2:14][C:15]([N:17]3[CH2:20][CH:19]([OH:21])[CH2:18]3)=O)=[CH:9][C:4]=2[CH:3]=[CH:2]1.[BH4-].[Na+].Cl.[O:25]1[CH2:30][CH2:29]OCC1.Cl.[OH-].[Na+].[C:34]([O:37]CC)(=[O:36])[CH3:35]>O.COCCOCCOC>[C:34]([OH:37])(=[O:36])/[CH:35]=[CH:29]\[C:30]([OH:25])=[O:12].[S:1]1[C:5]2[CH:6]=[CH:7][C:8]([CH2:10][CH2:11][O:12][CH2:13][CH2:14][CH2:15][N:17]3[CH2:20][CH:19]([OH:21])[CH2:18]3)=[CH:9][C:4]=2[CH:3]=[CH:2]1 |f:1.2,3.4,6.7,11.12|. Procedure details: To bis(2-methoxyethyl)ether (5 mL) suspension of 1.00 g of 1-(3-(2-(1-benzothiophen-5-yl)ethoxy)propionyl)azetidin-3-ol was added 0.37 g of sodium borohydride, which was then cooled to 10° C. Thereto was dropwise added 2.46 mL of 4.0 mol/L hydrogen chloride/dioxane at 5 to 15° C. for 12 minutes, which was then stirred at same temperature for 30 minutes, at room temperature for 3 hours and at 35 to 40° C. for 6 hours. After cooling, thereto was dropwise added 3.27 mL of 6.0 mol/L hydrochloric aci... Starting materials: C(C)(C)(C)N(CCC#N)C[C@@H](O)C1=CC=C(C=C1)Cl (3-{t-Butyl[(2S)-2-(4-chlorophenyl)-2-hydroxyethyl]-amino}propanenitrile), O (water), CCOP(=O)(OCC)Cl (chlorodiethylphosphate), [Li+].C[Si](C)(C)[N-][Si](C)(C)C (LHMDS). Solvent: C1CCOC1 (THF). Reaction conditions: time 30 minute. Yields the product C(C)(C)(C)N1C[C@@H]([C@@H](C1)C1=CC=C(C=C1)Cl)C#N ((3R,4R)-1-t-butyl-4-(4-chlorophenyl)pyrrolidine-3-carbonitrile). The yield is 10.7%. As a reaction SMILES: [C:1]([N:5]([CH2:10][C@H:11]([C:13]1[CH:18]=[CH:17][C:16]([Cl:19])=[CH:15][CH:14]=1)O)[CH2:6][CH2:7][C:8]#[N:9])([CH3:4])([CH3:3])[CH3:2].CCOP(Cl)(OCC)=O.[Li+].C[Si]([N-][Si](C)(C)C)(C)C.O>C1COCC1>[C:1]([N:5]1[CH2:10][C@@H:11]([C:13]2[CH:18]=[CH:17][C:16]([Cl:19])=[CH:15][CH:14]=2)[C@@H:7]([C:8]#[N:9])[CH2:6]1)([CH3:4])([CH3:3])[CH3:2] |f:2.3|. Procedure: 3-{t-Butyl[(2S)-2-(4-chlorophenyl)-2-hydroxyethyl]-amino}propanenitrile (5 g, 17.80 mmol) prepared according to the process described in WO 2004/09126 was dissolved in THF (27 mL). The reaction mixture was cooled to −20° C. or less, to which was added chlorodiethylphosphate (2.69 ml, 18.70 mmol). The reaction temperature was maintained at 12˜18° C., during which 1M LHMDS (37.4 ml, 37.38 mmol) was added dropwise over 2 hours. After the reaction was completed, water (45 mL) was added while the tem...